From a dataset of the Open Reaction Database (ORD), a public repository of structured organic reaction records. describe an organic reaction: reactants, conditions, products, and yield Procedure: A mixture of 18.15 g of 3-(m-benzoyl-phenyl)-propionic acid and 25 ml of thionyl chloride was refluxed for 11/2 hours and excess thionyl chloride was removed under reduced pressure to obtain 3-(m-benzoyl-phenyl)-propionyl chloride which was used as is for the next step. Reactants: C(C1=CC=CC=C1)(=O)C=1C=C(C=CC1)CCC(=O)O (3-(m-benzoyl-phenyl)-propionic acid), S(=O)(Cl)Cl (thionyl chloride), S(=O)(Cl)Cl (thionyl chloride). Reaction SMILES: [C:1]([C:9]1[CH:10]=[C:11]([CH2:15][CH2:16][C:17]([OH:19])=O)[CH:12]=[CH:13][CH:14]=1)(=[O:8])[C:2]1[CH:7]=[CH:6][CH:5]=[CH:4][CH:3]=1.S(Cl)([Cl:22])=O>>[C:1]([C:9]1[CH:10]=[C:11]([CH2:15][CH2:16][C:17]([Cl:22])=[O:19])[CH:12]=[CH:13][CH:14]=1)(=[O:8])[C:2]1[CH:7]=[CH:6][CH:5]=[CH:4][CH:3]=1. The product is C(C1=CC=CC=C1)(=O)C=1C=C(C=CC1)CCC(=O)Cl (3-(m-benzoyl-phenyl)-propionyl chloride). Starting materials: ClC1=CNC2=CC=C(C=C12)C1=NOC(=N1)C1=CC(=C(C=C1)OC(C)C)Cl (3-Chloro-5-(5-{3-chloro-4-[(1-methylethyl)oxy]phenyl}-1,2,4-oxadiazol-3-yl)-1H-indole), Cl (HCl), [OH-].[Na+] (NaOH), Cs2O3, BrCCC(=O)OCC (ethyl 3-bromopropionate). Solvent: CN(C)C=O (DMF). Reaction conditions: temperature 120 celsius. Product: ClC1=CN(C2=CC=C(C=C12)C1=NOC(=N1)C1=CC(=C(C=C1)OC(C)C)Cl)CCC(=O)[O-].[Na+] (Sodium 3-[3-Chloro-5-(5-{3-chloro-4-[(1-methylethyl)oxy]phenyl}-1,2,4-oxadiazol-3-yl)-1H-indol-1-yl]propanoate). Reaction SMILES: [Cl:1][C:2]1[C:10]2[C:5](=[CH:6][CH:7]=[C:8]([C:11]3[N:15]=[C:14]([C:16]4[CH:21]=[CH:20][C:19]([O:22][CH:23]([CH3:25])[CH3:24])=[C:18]([Cl:26])[CH:17]=4)[O:13][N:12]=3)[CH:9]=2)[NH:4][CH:3]=1.Br[CH2:28][CH2:29][C:30]([O:32]CC)=[O:31].Cl.[OH-].[Na+:37]>CN(C=O)C>[Cl:1][C:2]1[C:10]2[C:5](=[CH:6][CH:7]=[C:8]([C:11]3[N:15]=[C:14]([C:16]4[CH:21]=[CH:20][C:19]([O:22][CH:23]([CH3:24])[CH3:25])=[C:18]([Cl:26])[CH:17]=4)[O:13][N:12]=3)[CH:9]=2)[N:4]([CH2:28][CH2:29][C:30]([O-:32])=[O:31])[CH:3]=1.[Na+:37] |f:3.4,6.7|. Reported procedure: D7 (200 mg) and Cs2O3 (336 mg) were placed in a microwave vial, treated with DMF (2.8 ml) and ethyl 3-bromopropionate (99 ul) and sonicated for 10 minutes. The mixture was then heated to 120° C. in a microwave reactor for 25 mins. The reaction mixture was then evaporated, re-dissolved in MeOH (10 ml) and treated with 2 M aq. NaOH (10 ml). This mixture was sonicated briefly and then heated to 50° C. overnight. The reaction mixture was then evaporated, diluted with H2O (70 ml) and extracted with E... Reactants: [OH-].[K+] (potassium hydroxide), C1(CCCCC1)C(C#C)(C1=CC=CC=C1)O (1-cyclohexyl-1-hydroxy-1-phenyl-2-propyne), mercuric acetate, C(C)(=O)N (acetamide). Run in CO (methanol), C(C)(=O)O (acetic acid), C(C)(=O)OC(C)=O (acetic anhydride), C(Cl)Cl (methylene chloride). Reaction conditions: time 8 hour. The product is C1(CCCCC1)C(C(C)=O)(C1=CC=CC=C1)O (1-cyclohexyl-1-hydroxy-1-phenyl-2-propanone). Yield: 85.6%. RXN SMILES: [CH:1]1([C:7]([OH:16])([C:10]2[CH:15]=[CH:14][CH:13]=[CH:12][CH:11]=2)[C:8]#[CH:9])[CH2:6][CH2:5][CH2:4][CH2:3][CH2:2]1.C(N)(=[O:19])C.[OH-].[K+]>C(O)(=O)C.C(OC(=O)C)(=O)C.C(Cl)Cl.CO>[CH:10]1([C:7]([OH:16])([C:1]2[CH:6]=[CH:5][CH:4]=[CH:3][CH:2]=2)[C:8](=[O:19])[CH3:9])[CH2:11][CH2:12][CH2:13][CH2:14][CH2:15]1 |f:2.3|. Procedure details: To a solution of 204.8 g (0.95 mole) of 1-cyclohexyl-1-hydroxy-1-phenyl-2-propyne in 1500 mL of acetic acid and 150 mL of acetic anhydride was added 305 g (0.95 mole) of mercuric acetate. The reaction mixture was stirred overnight and then poured into a 3-L round bottomed flask equipped with an overhead stirrer and diluted with 1500 mL of methylene chloride. To this was added 86 g (1.18 mole) of acetamide and 1 L of celite. After being stirred overnight, the mixture was filtered through a large ...